Task: describe an organic reaction: reactants, conditions, products, and yield. Dataset: the Open Reaction Database (ORD), a public repository of structured organic reaction records The reactants are [BH4-], CCN1C=NS(=O)(=O)c2ncc(C)cc21, ClC(Cl)Cl, CC(C)O, [Na+]. Product: CCN1CNS(=O)(=O)c2ncc(C)cc21. As a reaction SMILES: [BH4-:16].[CH2:1]([CH3:2])[N:3]1[CH:4]=[N:5][S:6](=[O:14])(=[O:15])[c:7]2[c:8]1[cH:9][c:10]([CH3:13])[cH:11][n:12]2.[CH:18]([Cl:19])([Cl:20])[Cl:21].[CH:22]([OH:23])([CH3:24])[CH3:25].[Na+:17]>>[CH2:1]([CH3:2])[N:3]1[CH2:4][NH:5][S:6](=[O:14])(=[O:15])[c:7]2[c:8]1[cH:9][c:10]([CH3:13])[cH:11][n:12]2. Reactants: Brc1ccc2c(c1)Sc1ccccc1N2C1CC2CCC(C1)N2Cc1ccoc1, COc1cccc2c1Sc1cc(Br)ccc1N2C1CC2CCC(C1)N2, Oc1cccc2c1Sc1cc(Br)ccc1N2C1CC2CCC(C1)N2, COc1cccc2c1Sc1cc(-c3cccnc3)ccc1N2C1CC2CCC(C1)N2. The product is Oc1cccc2c1Sc1cc(-c3cccnc3)ccc1N2C1CC2CCC(C1)N2. RXN SMILES: [Br:50][c:51]1[cH:52][cH:53][c:54]2[c:73]([cH:74]1)[S:72][c:71]1[c:70]([cH:78][cH:77][cH:76][cH:75]1)[N:55]2[CH:56]1[CH2:57][CH:58]2[N:59]([CH2:60][c:61]3[cH:62][cH:63][o:64][cH:65]3)[CH:66]([CH2:67][CH2:68]2)[CH2:69]1.[CH:1]12[NH:2][CH:3]([CH2:4][CH2:5]1)[CH2:6][CH:7]([N:8]1[c:9]3[cH:10][cH:11][c:12]([Br:13])[cH:14][c:15]3[S:16][c:17]3[c:18]1[cH:19][cH:20][cH:21][c:22]3[O:23][CH3:24])[CH2:25]2.[CH:26]12[NH:27][CH:28]([CH2:29][CH2:30]1)[CH2:31][CH:32]([N:33]1[c:34]3[cH:35][cH:36][cH:37][c:38]([OH:39])[c:40]3[S:41][c:42]3[c:43]1[cH:44][cH:45][c:46]([Br:47])[cH:48]3)[CH2:49]2.[CH:79]12[CH2:80][CH:81]([N:87]3[c:88]4[cH:89][cH:90][cH:91][c:92]([O:107][CH3:108])[c:93]4[S:94][c:95]4[cH:96][c:97](-[c:101]5[cH:102][n:103][cH:104][cH:105][cH:106]5)[cH:98][cH:99][c:100]43)[CH2:82][CH:83]([CH2:84][CH2:85]1)[NH:86]2>>[CH:79]12[CH2:80][CH:81]([N:87]3[c:88]4[cH:89][cH:90][cH:91][c:92]([OH:107])[c:93]4[S:94][c:95]4[cH:96][c:97](-[c:101]5[cH:102][n:103][cH:104][cH:105][cH:106]5)[cH:98][cH:99][c:100]43)[CH2:82][CH:83]([CH2:84][CH2:85]1)[NH:86]2. Starting materials: Brc1ccc(OC2CCNCC2)cc1, Cc1ccccc1, CCOC(=O)COC(=O)Oc1ccccc1. Product: CCOC(=O)COC(=O)N1CCC(Oc2ccc(Br)cc2)CC1. As a reaction SMILES: [Br:1][c:2]1[cH:3][cH:4][c:5]([O:8][CH:9]2[CH2:10][CH2:11][NH:12][CH2:13][CH2:14]2)[cH:6][cH:7]1.[CH3:31][c:32]1[cH:33][cH:34][cH:35][cH:36][cH:37]1.[c:15]1([O:21][C:22](=[O:16])[O:24][CH2:25][C:26](=[O:27])[O:28][CH2:29][CH3:30])[cH:17][cH:18][cH:19][cH:20][cH:23]1>>[Br:1][c:2]1[cH:3][cH:4][c:5]([O:8][CH:9]2[CH2:10][CH2:11][N:12]([C:22](=[O:21])[O:24][CH2:25][C:26](=[O:27])[O:28][CH2:29][CH3:30])[CH2:13][CH2:14]2)[cH:6][cH:7]1. Reactants: C(C)(=O)C1=CC(=C(C=C1)NC(=O)C=1NC=C(N1)C#N)C1=CCC(CC1)(C)C (4-cyano-1H-imidazole-2-carboxylic acid [4-acetyl-2-(4,4-dimethyl-cyclohex-1-enyl)-phenyl]-amide), C[Mg+].[Br-] (MeMgBr), CO.C(Cl)(Cl)Cl (MeOH CHCl3). Solvent: C1CCOC1 (THF). Reaction conditions: temperature 0 celsius. The product is CC1(CC=C(CC1)C1=C(C=CC(=C1)C(C)(C)O)NC(=O)C=1NC=C(N1)C#N)C (4-Cyano-1H-imidazole-2-carboxylic acid [2-(4,4-dimethyl-cyclohex-1-enyl)-4-(1-hydroxy-1-methyl-ethyl)-phenyl]-amide). Isolated yield 100.0%. RXN SMILES: [C:1]([C:4]1[CH:9]=[CH:8][C:7]([NH:10][C:11]([C:13]2[NH:14][CH:15]=[C:16]([C:18]#[N:19])[N:17]=2)=[O:12])=[C:6]([C:20]2[CH2:25][CH2:24][C:23]([CH3:27])([CH3:26])[CH2:22][CH:21]=2)[CH:5]=1)(=[O:3])[CH3:2].C[Mg+].[Br-].CO.[CH:33](Cl)(Cl)Cl>C1COCC1>[CH3:26][C:23]1([CH3:27])[CH2:24][CH2:25][C:20]([C:6]2[CH:5]=[C:4]([C:1]([OH:3])([CH3:33])[CH3:2])[CH:9]=[CH:8][C:7]=2[NH:10][C:11]([C:13]2[NH:14][CH:15]=[C:16]([C:18]#[N:19])[N:17]=2)=[O:12])=[CH:21][CH2:22]1 |f:1.2,3.4|. Procedure details: To a slurry of 4-cyano-1H-imidazole-2-carboxylic acid [4-acetyl-2-(4,4-dimethyl-cyclohex-1-enyl)-phenyl]-amide (6.00 g, 0.0160 mol) in 100 mL of THF at −78° C. was added a solution of MeMgBr (3.0 M in THF, 22 mL, 0.066 mol) via syringe over a 20-min period. The reaction was allowed to warm to ca. 0° C. over a 30-min period at which point there was no starting material evident by thin layer chromatography (10% MeOH—CHCl3). The reaction was cooled to −78° C., quenched by the addition of saturated ... Reactants: CN(C)C=O, Cc1cc(F)ccc1[N+](=O)[O-], [Na+], [Na+], O=C([O-])[O-], c1nc[nH]n1. Product: Cc1cc(-n2cncn2)ccc1[N+](=O)[O-]. RXN SMILES: [CH3:23][N:24]([CH3:25])[CH:26]=[O:27].[F:1][c:2]1[cH:3][c:4]([CH3:11])[c:5]([N+:8](=[O:9])[O-:10])[cH:6][cH:7]1.[Na+:17].[Na+:18].[O-:19][C:20](=[O:21])[O-:22].[nH:12]1[n:13][cH:14][n:15][cH:16]1>>[c:2]1(-[n:12]2[n:13][cH:14][n:15][cH:16]2)[cH:3][c:4]([CH3:11])[c:5]([N+:8](=[O:9])[O-:10])[cH:6][cH:7]1. Starting materials: O=C([O-])[O-], COc1ccc(CCl)cc1, CN(C)C=O, [K+], [K+], Nc1c(O)cccc1[N+](=O)[O-], O. The product is COc1ccc(COc2cccc([N+](=O)[O-])c2N)cc1. Reaction SMILES: [C:12](=[O:13])([O-:14])[O-:15].[CH3:18][O:19][c:20]1[cH:21][cH:22][c:23]([CH2:24][Cl:25])[cH:26][cH:27]1.[CH3:29][N:30]([CH3:31])[CH:32]=[O:33].[K+:16].[K+:17].[NH2:1][c:2]1[c:3]([OH:11])[cH:4][cH:5][cH:6][c:7]1[N+:8](=[O:9])[O-:10].[OH2:28]>>[NH2:1][c:2]1[c:3]([O:11][CH2:24][c:23]2[cH:22][cH:21][c:20]([O:19][CH3:18])[cH:27][cH:26]2)[cH:4][cH:5][cH:6][c:7]1[N+:8](=[O:9])[O-:10]. The reactants are ice water, BrC1=CC(=C(C=C1)O)C(F)(F)F (4-bromo-2-trifluoromethylphenol), C([O-])([O-])=O.[K+].[K+] (potassium carbonate), C(C1=CC=CC=C1)Cl (benzyl chloride), crude product. Solvent: CN(C=O)C (N,N-dimethylformamide). Run at time 24 hour. Yields the product BrC1=CC(=C(C=C1)OCC1=CC=CC=C1)C(F)(F)F (4-bromo-2-trifluoromethyl-1-benzyloxybenzene). Isolated yield 80.6%. Reaction SMILES: [Br:1][C:2]1[CH:7]=[CH:6][C:5]([OH:8])=[C:4]([C:9]([F:12])([F:11])[F:10])[CH:3]=1.C(=O)([O-])[O-].[K+].[K+].[CH2:19](Cl)[C:20]1[CH:25]=[CH:24][CH:23]=[CH:22][CH:21]=1>CN(C)C=O>[Br:1][C:2]1[CH:7]=[CH:6][C:5]([O:8][CH2:19][C:20]2[CH:25]=[CH:24][CH:23]=[CH:22][CH:21]=2)=[C:4]([C:9]([F:10])([F:11])[F:12])[CH:3]=1 |f:1.2.3|. Procedure: Then, 8.47 g of 4-bromo-2-trifluoromethylphenol, 5.34 g of potassium carbonate, 4.49 g of benzyl chloride and 100 ml of N,N-dimethylformamide were charged into a reaction vessel, and stirred under ice cooling. After 24 hours, the reaction solution was poured into ice-water and extracted three times with 50 ml of diethyl ether. The ether layers were combined, washed with an aqueous 10 % sodium hydroxide solution, dried over anhydrous magnesium sulfate and then concentrated to give a crude product...